Dataset: the Open Reaction Database (ORD), a public repository of structured organic reaction records. Task: describe an organic reaction: reactants, conditions, products, and yield Reactants: CN(C)C=O, Cn1c(=O)c(=O)[nH]c2cc([N+](=O)[O-])ccc21, Cl. Yields the product Cn1c(=O)c(=O)[nH]c2cc(N)ccc21, Cl. As a reaction SMILES: [CH3:18][N:19]([CH3:20])[CH:21]=[O:22].[CH3:1][n:2]1[c:3](=[O:16])[c:4](=[O:15])[nH:5][c:6]2[cH:7][c:8]([N+:12]([O-:13])=[O:14])[cH:9][cH:10][c:11]12.[ClH:17]>>[CH3:1][n:2]1[c:3](=[O:16])[c:4](=[O:15])[nH:5][c:6]2[cH:7][c:8]([NH2:12])[cH:9][cH:10][c:11]12.[ClH:17]. The reactants are hydrochloride salt, CC1=CC=C(C=C1)S(=O)(=O)OCC1OC2=C(C1)C=C(C=C2C2=C(C=CC=C2)Cl)F ((±)-[5-fluoro-7-(2-chlorophenyl)-2,3-dihydro-1-benzofuran-2-yl]methyl 4-methylbenzenesulfonate), CN (methylamine). Product: FC=1C=C(C2=C(CC(O2)CNC)C1)C1=C(C=CC=C1)Cl ((±)-{[5-fluoro-7-(2-chlorophenyl)-2,3-dihydro-1-benzofuran-2-yl]methyl}methylamine). Reaction SMILES: CC1C=CC(S(O[CH2:12][CH:13]2[CH2:17][C:16]3[CH:18]=[C:19]([F:29])[CH:20]=[C:21]([C:22]4[CH:27]=[CH:26][CH:25]=[CH:24][C:23]=4[Cl:28])[C:15]=3[O:14]2)(=O)=O)=CC=1.[CH3:30][NH2:31]>>[F:29][C:19]1[CH:20]=[C:21]([C:22]2[CH:27]=[CH:26][CH:25]=[CH:24][C:23]=2[Cl:28])[C:15]2[O:14][CH:13]([CH2:12][NH:31][CH3:30])[CH2:17][C:16]=2[CH:18]=1. Procedure: The title compound was prepared (0.075 g, 52%) following the general procedure of Example 390 as a white solid, hydrochloride salt from (±)-[5-fluoro-7-(2-chlorophenyl)-2,3-dihydro-1-benzofuran-2-yl]methyl 4-methylbenzenesulfonate (0.19 g, 0.44 mmol) and methylamine (0.136 g, 4.40 mmol). mp 141-143. Starting materials: C(C1=CC=CC=C1)[C@@H]([C@H](CN(NC([C@H]([C@H](CC)C)NC(=O)OC)=O)CC1=CC=CC=C1)O)NC(OC(C)(C)C)=O (tert-butyl (1S,2S)-1-benzyl-3-(1-benzyl-2-{(2S,3S)-2-[(methoxycarbonyl)amino]-3-methylpentanoyl}hydrazino)-2-hydroxypropylcarbamate), Cl (HCl). Run in C1CCOC1 (THF). Run at temperature 60 celsius, time 3 hour. Yields the product N[C@H]([C@H](CN(NC(=O)[C@H]([C@H](CC)C)NC(OC)=O)CC1=CC=CC=C1)O)CC1=CC=CC=C1 (methyl (1S,2S)-1-({2-[(2S,3S)-3-amino-2-hydroxy-4-phenylbutyl]-2-benzylhydrazino}carbonyl)-2-methylbutylcarbamate). Yield: 91.1%. Reaction SMILES: [CH2:1]([C@H:8]([NH:33]C(=O)OC(C)(C)C)[C@@H:9]([OH:32])[CH2:10][N:11]([CH2:25][C:26]1[CH:31]=[CH:30][CH:29]=[CH:28][CH:27]=1)[NH:12][C:13](=[O:24])[C@@H:14]([NH:19][C:20]([O:22][CH3:23])=[O:21])[C@@H:15]([CH3:18])[CH2:16][CH3:17])[C:2]1[CH:7]=[CH:6][CH:5]=[CH:4][CH:3]=1.Cl>C1COCC1>[NH2:33][C@@H:8]([CH2:1][C:2]1[CH:7]=[CH:6][CH:5]=[CH:4][CH:3]=1)[C@@H:9]([OH:32])[CH2:10][N:11]([CH2:25][C:26]1[CH:31]=[CH:30][CH:29]=[CH:28][CH:27]=1)[NH:12][C:13]([C@@H:14]([NH:19][C:20](=[O:21])[O:22][CH3:23])[C@@H:15]([CH3:18])[CH2:16][CH3:17])=[O:24]. Procedure details: A solution of Example 26B (4.57 g, 8.2 mmol) in THF (60 mL) was treated with 4N HCl (14.4 mL). stirred at 60° C. for 3 hrs, and cooled to room temperature. The solvents were evaporated, and the crude residue was partitioned between ethyl acetate and 10% sodium bicarbonate. The organic layer was separated, washed with 10% sodium bicarbonate, brine, dried over sodium sulfate, filtered and the solvents were evaporated to give 3.41 g (89%) of the title compound. Reactants: O=C1c2ccccc2-c2c1cccc2-c1nc2ccc(Br)cc2[nH]1, CC(=O)[O-], CCO, Cl, NO, [Na+]. The product is ON=C1c2ccccc2-c2c1cccc2-c1nc2ccc(Br)cc2[nH]1. As a reaction SMILES: [Br:1][c:2]1[cH:3][cH:4][c:5]2[c:6]([nH:7][c:8](-[c:10]3[cH:11][cH:12][cH:13][c:14]4[c:22]3-[c:21]3[c:16]([cH:17][cH:18][cH:19][cH:20]3)[C:15]4=[O:23])[n:9]2)[cH:24]1.[CH3:29][C:30](=[O:31])[O-:32].[CH3:33][CH2:34][OH:35].[ClH:25].[NH2:26][OH:27].[Na+:28]>>[Br:1][c:2]1[cH:3][cH:4][c:5]2[c:6]([nH:7][c:8](-[c:10]3[cH:11][cH:12][cH:13][c:14]4[c:22]3-[c:21]3[c:16]([cH:17][cH:18][cH:19][cH:20]3)[C:15]4=[N:26][OH:27])[n:9]2)[cH:24]1. The reactants are NC=1C=C(C2=C(C(CO2)(C)C)C1)CC (5-amino-3,3-dimethyl-7-ethyl-2,3-dihydrobenzofuran), C([O-])([O-])=O.[Cs+].[Cs+] (cesium carbonate), NC=1C=C(C2=C(C(CO2)(C)C)C1)CC (5-amino-3,3-dimethyl-7-ethyl-2,3-dihydrobenzofuran), C(C)OC(C1=CC=C(C=C1)I)=O (ethyl-4-iodo-benzoate). Reagents/catalysts: C1=CC=C(C=C1)P(C2=CC=CC=C2)C3=C(C4=CC=CC=C4C=C3)C5=C(C=CC6=CC=CC=C65)P(C7=CC=CC=C7)C8=CC=CC=C8 ((S)-(-)-2,2'-bis(diphenylphosphino)-1,1'-binaphthyl), C=1C=CC(=CC1)/C=C/C(=O)/C=C/C2=CC=CC=C2.C=1C=CC(=CC1)/C=C/C(=O)/C=C/C2=CC=CC=C2.C=1C=CC(=CC1)/C=C/C(=O)/C=C/C2=CC=CC=C2.[Pd].[Pd] (tris(dibenzylideneacetone)dipalladium(0)). Run in C1(=CC=CC=C1)C (toluene). Product: C(C)OC(C1=CC=C(C=C1)NC=1C=C(C2=C(C(CO2)(C)C)C1)CC)=O (4-[(3,3-Dimethyl-7-ethyl-2,3-dihydro-benzofuran-5-yl)-amino]-benzoic acid ethyl ester). Isolated yield 76.9%. RXN SMILES: [NH2:1][C:2]1[CH:3]=[C:4]([CH2:13][CH3:14])[C:5]2[O:9][CH2:8][C:7]([CH3:11])([CH3:10])[C:6]=2[CH:12]=1.[CH2:15]([O:17][C:18](=[O:26])[C:19]1[CH:24]=[CH:23][C:22](I)=[CH:21][CH:20]=1)[CH3:16].C(=O)([O-])[O-].[Cs+].[Cs+]>C1(C)C=CC=CC=1.C1C=CC(/C=C/C(/C=C/C2C=CC=CC=2)=O)=CC=1.C1C=CC(/C=C/C(/C=C/C2C=CC=CC=2)=O)=CC=1.C1C=CC(/C=C/C(/C=C/C2C=CC=CC=2)=O)=CC=1.[Pd].[Pd].C1C=CC(P(C2C=CC3C(=CC=CC=3)C=2C2C3C(=CC=CC=3)C=CC=2P(C2C=CC=CC=2)C2C=CC=CC=2)C2C=CC=CC=2)=CC=1>[CH2:15]([O:17][C:18](=[O:26])[C:19]1[CH:24]=[CH:23][C:22]([NH:1][C:2]2[CH:3]=[C:4]([CH2:13][CH3:14])[C:5]3[O:9][CH2:8][C:7]([CH3:10])([CH3:11])[C:6]=3[CH:12]=2)=[CH:21][CH:20]=1)[CH3:16] |f:2.3.4,6.7.8.9.10|. Reported procedure: Following general procedure E and using 5-amino-3,3-dimethyl-7-ethyl-2,3-dihydrobenzofuran (Compound 12, 0.22 g, 1.15 mmol), ethyl-4-iodo-benzoate (0.318 g, 115 mmol), cesium carbonate (0.525 g, 1.61 mmol), tris(dibenzylideneacetone)dipalladium(0) (0.020 g, 0.021 mmol), (S)-(-)-2,2'-bis(diphenylphosphino)-1,1'-binaphthyl (0.040 g, 0.064 mmol) in 5 mL of anhydrous toluene, the title compound (0.3 g, 77%) was obtained as a deep yellow solid. 1H NMR (300 MHz, CDCl3): δ 7.88 (d, 2H, J=8.8 Hz), 6.79 ...